From a dataset of the Open Reaction Database (ORD), a public repository of structured organic reaction records. describe an organic reaction: reactants, conditions, products, and yield Reactants: CCOC(=O)C1CC(OS(C)(=O)=O)CC1C(=O)NCC#N, Cc1cc(Cl)ccc1S. Yields the product CCOC(=O)C1CC(Sc2ccc(Cl)cc2C)CC1C(=O)NCC#N. RXN SMILES: [CH2:1]([CH3:2])[O:3][C:4](=[O:5])[CH:6]1[CH:7]([C:16]([NH:17][CH2:18][C:19]#[N:20])=[O:21])[CH2:8][CH:9]([O:11][S:12]([CH3:13])(=[O:14])=[O:15])[CH2:10]1.[Cl:22][c:23]1[cH:24][c:25]([CH3:30])[c:26]([SH:29])[cH:27][cH:28]1>>[CH2:1]([CH3:2])[O:3][C:4](=[O:5])[CH:6]1[CH:7]([C:16]([NH:17][CH2:18][C:19]#[N:20])=[O:21])[CH2:8][CH:9]([S:29][c:26]2[c:25]([CH3:30])[cH:24][c:23]([Cl:22])[cH:28][cH:27]2)[CH2:10]1. Reagents/catalysts: C1CCOC1 (THF). Reaction SMILES: [CH3:1][C:2]1[C:14]([OH:15])=[C:13]([CH3:16])[CH:12]=[C:11]2[C:3]=1[CH:4](O)[CH2:5][C:6]1([O:10]2)[CH2:9][CH2:8][CH2:7]1.C1(S(N)(=O)=O)C=CC=CC=1.S(=O)(=O)(O)O>C1COCC1>[CH3:1][C:2]1[C:14]([OH:15])=[C:13]([CH3:16])[CH:12]=[C:11]2[C:3]=1[CH:4]=[CH:5][C:6]1([O:10]2)[CH2:7][CH2:8][CH2:9]1. Yields the product CC1=C2C=CC3(CCC3)OC2=CC(=C1O)C (5,7-dimethylspiro[chromene-2,1′-cyclobutan]-6-ol). Solvent: C1CCOC1 (THF). Run at temperature 0 celsius, time 30 minute. Reported procedure: To a cold solution of 5,7-dimethyl-3,4-dihydrospiro[chromene-2,1′-cyclobutane]-4,6-diol (200 mg) and phenyl sulfonamide (1.35 g) in THF (15 mL) was added dropwise a sulfuric acid solution in THF (2 drops, 98% sulfuric acid, 5 mL THF). The mixture was allowed to stir 30 minutes at 0° C. and then at room temperature for another 30 minutes. The solution was partitioned between ethyl acetate and water. The aqueous phase was washed with ethyl acetate (2×10 mL). The combined organic solutions were was... Isolated yield 57.4%. Starting materials: CC1=C2C(CC3(CCC3)OC2=CC(=C1O)C)O (5,7-dimethyl-3,4-dihydrospiro[chromene-2,1′-cyclobutane]-4,6-diol), C1(=CC=CC=C1)S(=O)(=O)N (phenyl sulfonamide), S(O)(O)(=O)=O (sulfuric acid). Reactants: CON(C(=O)C=1C(=CC=C(C1)[N+](=O)[O-])C1=C(C=CC=C1OC)OCOC)C (N-methoxy-N-methyl-4-nitro-2′-methoxymethoxy-6′-methoxy-biphenyl-2-carboxamide). The reagents and catalysts are [Pd] (Pd/C). The solvent is CO (methanol). Yields the product CON(C(=O)C=1C(=CC=C(C1)N)C1=C(C=CC=C1OC)OCOC)C (N-methoxy-N-methyl-4-amino-2′-methoxymethoxy-6′methoxy-biphenyl-2-carboxamide). Yield: 104.2%. As a reaction SMILES: [CH3:1][O:2][N:3]([CH3:27])[C:4]([C:6]1[C:7]([C:15]2[C:20]([O:21][CH3:22])=[CH:19][CH:18]=[CH:17][C:16]=2[O:23][CH2:24][O:25][CH3:26])=[CH:8][CH:9]=[C:10]([N+:12]([O-])=O)[CH:11]=1)=[O:5]>CO.[Pd]>[CH3:1][O:2][N:3]([CH3:27])[C:4]([C:6]1[C:7]([C:15]2[C:20]([O:21][CH3:22])=[CH:19][CH:18]=[CH:17][C:16]=2[O:23][CH2:24][O:25][CH3:26])=[CH:8][CH:9]=[C:10]([NH2:12])[CH:11]=1)=[O:5]. Procedure details: A solution of Example 5B (5.67 g.) was dissolved in methanol (120 mL) and hydrogenated at 4 atm with 10% Pd/C (0.60 g) for 1 hour. The catalyst was removed by filtration and the solution concentrated to give the titled compound (5.44 g). Reactants: O=C(O)C1(C(=O)O)Cc2ccccc2C1, CN1CCCC1=O, Cl, O. Product: O=C(O)C1Cc2ccccc2C1. As a reaction SMILES: [CH2:1]1[C:2]([C:10](=[O:11])[OH:12])([C:13]([OH:14])=[O:15])[CH2:3][c:4]2[cH:5][cH:6][cH:7][cH:8][c:9]21.[CH3:17][N:18]1[CH2:19][CH2:20][CH2:21][C:22]1=[O:23].[ClH:16].[OH2:24]>>[CH2:1]1[CH:2]([C:10](=[O:11])[OH:12])[CH2:3][c:4]2[cH:5][cH:6][cH:7][cH:8][c:9]21. Starting materials: ( 22 ), [Na] (sodium), ClC(=CC#N)Cl (3,3-dichloroacrylonitrile), C(CS)(=O)OC (methyl thioglycolate). Solvent: CO (methanol), CO (methanol). The product is NC1=C(SC(=C1)Cl)C(=O)OC (methyl 3-amino-5-chloro-2-thiophenecarboxylate). Reaction SMILES: [Na].[C:2]([O:6][CH3:7])(=[O:5])[CH2:3][SH:4].[Cl:8][C:9](Cl)=[CH:10][C:11]#[N:12]>CO>[NH2:12][C:11]1[CH:10]=[C:9]([Cl:8])[S:4][C:3]=1[C:2]([O:6][CH3:7])=[O:5] |^1:0|. Procedure: In a flame dried flask under a nitrogen atmosphere, and with mechanical stirring, a solution of about 1.2 g (0.05 mole) of sodium metal dissolved in 30 ml of dry methanol was treated dropwise with 2.35 g (1.98 ml, 0.022 mole) of methyl thioglycolate while maintaining the temperature below 25° C. A solution of 2.70 g (0.022 mole) of 3,3-dichloroacrylonitrile [R. L. Soulen, D. B. Clifford, F. F. Crim and J. A. Johnston, J. Org. Chem. 36 (22), 3386-3391 (1971)] and 10 ml of methanol was then added ... Reactants: I(=O)(=O)[O-].[K+] (potassium iodate), COC=1C(=CC(=NC1)C1CCOCC1)N (5-methoxy-2-(tetrahydro-pyran-4-yl)-pyridin-4-ylamine), [OH-].[Na+] (sodium hydroxide). The solvent is S(O)(O)(=O)=O (sulfuric acid). Reaction conditions: time 2 hour. The product is IC=1C(=NC=C(C1N)OC)C1CCOCC1 (3-iodo-5-methoxy-2-(tetrahydro-pyran-4-yl)-pyridin-4-ylamine). Yield: 58.1%. As a reaction SMILES: [CH3:1][O:2][C:3]1[C:4]([NH2:15])=[CH:5][C:6]([CH:9]2[CH2:14][CH2:13][O:12][CH2:11][CH2:10]2)=[N:7][CH:8]=1.[I:16]([O-])(=O)=O.[K+].[OH-].[Na+]>S(=O)(=O)(O)O>[I:16][C:5]1[C:6]([CH:9]2[CH2:14][CH2:13][O:12][CH2:11][CH2:10]2)=[N:7][CH:8]=[C:3]([O:2][CH3:1])[C:4]=1[NH2:15] |f:1.2,3.4|. Procedure details: To a stirred solution of 590 mg (2.66 mmol) 5-methoxy-2-(tetrahydro-pyran-4-yl)-pyridin-4-ylamine in 3 ml 65% aqueous sulfuric acid heated to 100° C. was added 728 mg (3.40 mmol) potassium iodate and stirring continued for 2 h at 100° C. The mixture was then cooled in an ice-bath before being made basic by addition of 5 N aqueous sodium hydroxide solution. The mixture was extracted three times with tetrahydrofuran and the combined organic phases were dried over sodium sulfate and concentrated in... The reactants are ice, Cl (hydrochloric acid), mixture, CCCCCCCC (n-octane), [Mg] (magnesium), FC1(OC2=C(C1(F)F)C=CC=C2[Mg]Cl)F (2,2,3,3-tetrafluoro-2,3-dihydrobenzofuran-7-ylmagnesium chloride), CC(OC(=O)C)OC(=O)C (Delrin). The solvent is C1(=CC=CC=C1)C (toluene). Run at time 3 hour. The product is FC1(OC2=C(C1(F)F)C=CC=C2CO)F (2,2,3,3-tetrafluoro-2,3-dihydrobenzofuran-7-ylmethanol). RXN SMILES: [Mg].[F:2][C:3]1([F:16])[C:7]([F:9])([F:8])[C:6]2[CH:10]=[CH:11][CH:12]=[C:13]([Mg]Cl)[C:5]=2[O:4]1.C[CH:18](OC(C)=O)[O:19]C(C)=O.Cl.CCCCCCCC>C1(C)C=CC=CC=1>[F:2][C:3]1([F:16])[C:7]([F:9])([F:8])[C:6]2[CH:10]=[CH:11][CH:12]=[C:13]([CH2:18][OH:19])[C:5]=2[O:4]1. Procedure details: Under a nitrogen atmosphere, the reaction mixture from above is decanted into a clean, dry reaction vessel, leaving the unreacted magnesium turnings in the first vessel. This solution containing 2,2,3,3-tetrafluoro-2,3-dihydrobenzofuran-7-ylmagnesium chloride is heated at reflux, and 16.5 grams (0.55 mole based on formaldehyde) of polyoxymethylene diacetate (avg. mol. wgt. approx. 50,000, commercially available from E. I. du Pont De Nemours & Co., Inc. Wilmington Del., under the trade name Delri... Starting materials: C[O-].[Na+] (sodium methoxide), Cl.C(CC)(=N)N (propionamidine hydrochloride), ClC1=CC=C(C=C1)N=C=O (4-chlorophenyl isocyanate). Solvent: C1=CC=CC=C1 (benzene), C1=CC=CC=C1 (benzene). Reaction conditions: time 18 hour. The product is ClC1=CC=C(C=C1)NC(=O)NC(CC)=N (1-(4-Chlorophenyl)-3-(propanimidoyl)urea). Reaction SMILES: C[O-].[Na+].Cl.[C:5]([NH2:9])(=[NH:8])[CH2:6][CH3:7].[Cl:10][C:11]1[CH:16]=[CH:15][C:14]([N:17]=[C:18]=[O:19])=[CH:13][CH:12]=1>C1C=CC=CC=1>[Cl:10][C:11]1[CH:16]=[CH:15][C:14]([NH:17][C:18]([NH:8][C:5](=[NH:9])[CH2:6][CH3:7])=[O:19])=[CH:13][CH:12]=1 |f:0.1,2.3|. Procedure details: To a stirred, cooled mixture of 10.8 g. sodium methoxide in 100 ml. dry benzene was added 21.6 g. propionamidine hydrochloride in one portion and stirring was continued for twenty minutes. To this mixture at room temperature was added a solution of 30.6 g. of 4-chlorophenyl isocyanate in 100 ml. benzene dropwise during 15 minutes and stirring was continued for 18 hours. The mixture was filtered and the filtrate was evaporated to dryness under reduced pressure. A solution of the resulting residue... The reactants are COC(=O)c1ccccc1N, CCCCCC, CCOC(C)=O, COc1cc(C(C)C(=O)O)ccc1O, O=S(Cl)Cl. The product is COC(=O)c1ccccc1NC(=O)C(C)c1ccc(O)c(OC)c1. RXN SMILES: [CH3:19][O:20][C:21]([c:22]1[c:23]([NH2:28])[cH:24][cH:25][cH:26][cH:27]1)=[O:29].[CH3:30][CH2:31][CH2:32][CH2:33][CH2:34][CH3:35].[CH3:36][CH2:37][O:38][C:39]([CH3:40])=[O:41].[OH:1][c:2]1[c:3]([O:13][CH3:14])[cH:4][c:5]([CH:8]([C:9](=[O:10])[OH:11])[CH3:12])[cH:6][cH:7]1.[S:15]([Cl:16])([Cl:17])=[O:18]>>[OH:1][c:2]1[c:3]([O:13][CH3:14])[cH:4][c:5]([CH:8]([C:9](=[O:11])[NH:28][c:23]2[c:22]([C:21]([O:20][CH3:19])=[O:29])[cH:27][cH:26][cH:25][cH:24]2)[CH3:12])[cH:6][cH:7]1.